This data is from the Open Reaction Database (ORD), a public repository of structured organic reaction records. The task is: describe an organic reaction: reactants, conditions, products, and yield As a reaction SMILES: [CH3:1][C:2]1[N:7]=[CH:6][N:5]=[C:4]([N:8]2[CH2:13][CH2:12][C:11](=O)[CH2:10][CH2:9]2)[CH:3]=1.[F:15][C:16]1[CH:21]=[C:20]([C:22]([F:25])([F:24])[F:23])[CH:19]=[CH:18][C:17]=1[CH:26]1[CH2:31][CH2:30][CH2:29][N:28]2[N:32]=[C:33]([NH2:35])[N:34]=[C:27]12>>[F:15][C:16]1[CH:21]=[C:20]([C:22]([F:23])([F:24])[F:25])[CH:19]=[CH:18][C:17]=1[CH:26]1[CH2:31][CH2:30][CH2:29][N:28]2[N:32]=[C:33]([NH:35][CH:11]3[CH2:12][CH2:13][N:8]([C:4]4[CH:3]=[C:2]([CH3:1])[N:7]=[CH:6][N:5]=4)[CH2:9][CH2:10]3)[N:34]=[C:27]12. Starting materials: CC1=CC(=NC=N1)N1CCC(CC1)=O (1-(6-methylpyrimidin-4-yl)piperidin-4-one), FC1=C(C=CC(=C1)C(F)(F)F)C1C=2N(CCC1)N=C(N2)N (8-(2-fluoro-4-trifluoromethyl-phenyl)-5,6,7,8-tetrahydro-[1,2,4]triazolo[1,5-a]pyridin-2-ylamine). The product is FC1=C(C=CC(=C1)C(F)(F)F)C1C=2N(CCC1)N=C(N2)NC2CCN(CC2)C2=NC=NC(=C2)C ([8-(2-Fluoro-4-trifluoromethyl-phenyl)-5,6,7,8-tetrahydro-[1,2,4]triazolo[1,5-a]pyridin-2-yl]-[1-(6-methyl-pyrimidin-4-yl)-piperidin-4-yl]-amine). Procedure details: Prepared in analogy to example 1h employing 1-(6-methylpyrimidin-4-yl)piperidin-4-one and 8-(2-fluoro-4-trifluoromethyl-phenyl)-5,6,7,8-tetrahydro-[1,2,4]triazolo[1,5-a]pyridin-2-ylamine (prepared in analogy to example 1d-g). The title compound was obtained as light yellow foam. MS ISP (m/e): 476.2 (100) [(M+H)+]. Starting materials: CN(c1ccccc1)c1ccc(C(=O)O)cc1, CCN=C=NCCCN(C)C, CCN(C(C)C)C(C)C, O=C(O)C(F)(F)F, NCC(=O)N1CCN(C(=O)c2ccccc2C(F)(F)F)CC1, CN(C)C=O, O, On1nnc2ccccc21. Product: CN(c1ccccc1)c1ccc(C(=O)NCC(=O)N2CCN(C(=O)c3ccccc3C(F)(F)F)CC2)cc1. As a reaction SMILES: [CH3:10][N:11]([c:12]1[cH:13][cH:14][c:15]([C:16](=[O:17])[OH:18])[cH:19][cH:20]1)[c:21]1[cH:22][cH:23][cH:24][cH:25][cH:26]1.[CH3:27][CH2:28][N:29]=[C:30]=[N:31][CH2:32][CH2:33][CH2:34][N:35]([CH3:36])[CH3:37].[CH:1]([N:2]([CH2:3][CH3:4])[CH:5]([CH3:6])[CH3:7])([CH3:8])[CH3:9].[F:70][C:71]([F:72])([F:73])[C:74]([OH:75])=[O:76].[NH2:48][CH2:49][C:50](=[O:51])[N:52]1[CH2:53][CH2:54][N:55]([C:58]([c:59]2[c:60]([C:65]([F:66])([F:67])[F:68])[cH:61][cH:62][cH:63][cH:64]2)=[O:69])[CH2:56][CH2:57]1.[O:77]=[CH:78][N:79]([CH3:80])[CH3:81].[OH2:82].[OH:38][n:39]1[c:40]2[c:41]([cH:42][cH:43][cH:44][cH:45]2)[n:46][n:47]1>>[CH3:10][N:11]([c:12]1[cH:13][cH:14][c:15]([C:16](=[O:18])[NH:48][CH2:49][C:50](=[O:51])[N:52]2[CH2:53][CH2:54][N:55]([C:58]([c:59]3[c:60]([C:65]([F:66])([F:67])[F:68])[cH:61][cH:62][cH:63][cH:64]3)=[O:69])[CH2:56][CH2:57]2)[cH:19][cH:20]1)[c:21]1[cH:22][cH:23][cH:24][cH:25][cH:26]1.